Dataset: the Open Reaction Database (ORD), a public repository of structured organic reaction records. Task: describe an organic reaction: reactants, conditions, products, and yield Starting materials: CC(=O)N1CCNC1=O, Clc1ccc2[nH]c(Sc3ccccc3)cc2c1. The product is Clc1ccc2[nH]c(Sc3ccccc3)c(C3=NCCN3)c2c1. Reaction SMILES: [C:18](=[O:20])([N:21]1[C:22](=[O:19])[NH:23][CH2:24][CH2:25]1)[CH3:26].[Cl:1][c:2]1[cH:3][c:4]2[cH:5][c:6]([S:11][c:12]3[cH:13][cH:14][cH:15][cH:16][cH:17]3)[nH:7][c:8]2[cH:9][cH:10]1>>[Cl:1][c:2]1[cH:3][c:4]2[c:5]([C:22]3=[N:21][CH2:25][CH2:24][NH:23]3)[c:6]([S:11][c:12]3[cH:13][cH:14][cH:15][cH:16][cH:17]3)[nH:7][c:8]2[cH:9][cH:10]1. Reactants: CC(=O)c1ccc(S(=O)(=O)NCc2cccnc2)cc1, COc1cc(OC)c(-c2cccs2)cc1C=CC(=O)c1ccc(S(=O)(=O)Nc2cc(C)on2)cc1. Product: COc1cc(OC)c(-c2cccs2)cc1C=CC(=O)c1ccc(S(=O)(=O)NCc2cccnc2)cc1. Reaction SMILES: [C:36]([c:37]1[cH:38][cH:39][c:40]([S:41]([NH:42][CH2:49][c:50]2[cH:51][n:52][cH:53][cH:54][cH:55]2)(=[O:43])=[O:44])[cH:45][cH:46]1)(=[O:47])[CH3:48].[CH3:1][O:2][c:3]1[c:4]([CH:16]=[CH:17][C:18](=[O:19])[c:20]2[cH:21][cH:22][c:23]([S:26](=[O:27])(=[O:28])[NH:29][c:30]3[cH:31][c:32]([CH3:33])[o:34][n:35]3)[cH:24][cH:25]2)[cH:5][c:6](-[c:11]2[s:12][cH:13][cH:14][cH:15]2)[c:7]([O:9][CH3:10])[cH:8]1>>[CH3:1][O:2][c:3]1[c:4]([CH:16]=[CH:17][C:18](=[O:19])[c:20]2[cH:21][cH:22][c:23]([S:26](=[O:27])(=[O:28])[NH:29][CH2:49][c:50]3[cH:51][n:52][cH:53][cH:54][cH:55]3)[cH:24][cH:25]2)[cH:5][c:6](-[c:11]2[s:12][cH:13][cH:14][cH:15]2)[c:7]([O:9][CH3:10])[cH:8]1. The reactants are NC1=CC(=C(C(=O)NCC2CCN(CC2)CCCCNCC2=CC(=C(C=C2)Cl)Cl)C=C1Cl)OC (4-Amino-5-chloro-N-((1-(4-(3,4-dichlorobenzylamino)butyl)piperidin-4-yl)methyl)-2-methoxybenzamide), C(C)=O (acetaldehyde), C(#N)[BH3-].[Na+] (sodium cyanoborohydride). Product: NC1=CC(=C(C(=O)NCC2CCN(CC2)CCCCN(CC)CC2=CC(=C(C=C2)Cl)Cl)C=C1Cl)OC (4-amino-5-chloro-N-((1-(4-(N-(3,4-dichlorobenzyl)-N-ethylamino)butyl)-piperidin-4-yl)methyl)-2-methoxybenzamide). As a reaction SMILES: [NH2:1][C:2]1[C:31]([Cl:32])=[CH:30][C:5]([C:6]([NH:8][CH2:9][CH:10]2[CH2:15][CH2:14][N:13]([CH2:16][CH2:17][CH2:18][CH2:19][NH:20][CH2:21][C:22]3[CH:27]=[CH:26][C:25]([Cl:28])=[C:24]([Cl:29])[CH:23]=3)[CH2:12][CH2:11]2)=[O:7])=[C:4]([O:33][CH3:34])[CH:3]=1.[CH:35](=O)[CH3:36].C([BH3-])#N.[Na+]>>[NH2:1][C:2]1[C:31]([Cl:32])=[CH:30][C:5]([C:6]([NH:8][CH2:9][CH:10]2[CH2:11][CH2:12][N:13]([CH2:16][CH2:17][CH2:18][CH2:19][N:20]([CH2:21][C:22]3[CH:27]=[CH:26][C:25]([Cl:28])=[C:24]([Cl:29])[CH:23]=3)[CH2:35][CH3:36])[CH2:14][CH2:15]2)=[O:7])=[C:4]([O:33][CH3:34])[CH:3]=1 |f:2.3|. Reported procedure: 4-Amino-5-chloro-N-((1-(4-(3,4-dichlorobenzylamino)butyl)piperidin-4-yl)methyl)-2-methoxybenzamide (1.9 g) as starting compound, acetaldehyde (0.26 ml) and sodium cyanoborohydride (0.3 g) were reacted and treated in the same manner as in Example 136 to give 1.1 g of 4-amino-5-chloro-N-((1-(4-(N-(3,4-dichlorobenzyl)-N-ethylamino)butyl)-piperidin-4-yl)methyl)-2-methoxybenzamide. The reactants are NN1CCNC1=O, CC(=O)c1cnc2nnn(Cc3ccc4ncccc4c3)c2n1. Yields the product CC(=NN1CCNC1=O)c1cnc2nnn(Cc3ccc4ncccc4c3)c2n1. As a reaction SMILES: [NH2:24][N:25]1[C:26](=[O:30])[NH:27][CH2:28][CH2:29]1.[n:1]1[cH:2][cH:3][cH:4][c:5]2[cH:6][c:7]([CH2:11][n:12]3[n:13][n:14][c:15]4[c:16]3[n:17][c:18]([C:21]([CH3:22])=[O:23])[cH:19][n:20]4)[cH:8][cH:9][c:10]12>>[n:1]1[cH:2][cH:3][cH:4][c:5]2[cH:6][c:7]([CH2:11][n:12]3[n:13][n:14][c:15]4[c:16]3[n:17][c:18]([C:21]([CH3:22])=[N:24][N:25]3[C:26](=[O:30])[NH:27][CH2:28][CH2:29]3)[cH:19][n:20]4)[cH:8][cH:9][c:10]12. The reactants are CO[C@@H]1CN(CC1)CCCOC1=CC=C(C=C1)C1(CCCCC1)C#N (1-(4-{3-[(3S)-3-methoxypyrrolidin-1-yl]propoxy}phenyl)cyclohexanecarbonitrile), O (water), [OH-].[Na+] (sodium hydroxide), [H-].[H-].[H-].[H-].[Li+].[Al+3] (LiAlH4), O (water). The solvent is CCOCC (Et2O), C(C)(=O)OCC (Ethyl acetate). Conditions: temperature 7.5 celsius. Yields the product N (ammonia), CO[C@@H]1CN(CC1)CCCOC1=CC=C(C=C1)C1(CCCCC1)CN ({[1-(4-{3-[(3S)-3-methoxypyrrolidin-1-yl]propoxy}-phenyl)-cyclohexyl]methyl}amine). Isolated yield 149.3%. RXN SMILES: [H-].[H-].[H-].[H-].[Li+].[Al+3].[CH3:7][O:8][C@H:9]1[CH2:13][CH2:12][N:11]([CH2:14][CH2:15][CH2:16][O:17][C:18]2[CH:23]=[CH:22][C:21]([C:24]3([C:30]#[N:31])[CH2:29][CH2:28][CH2:27][CH2:26][CH2:25]3)=[CH:20][CH:19]=2)[CH2:10]1.O.[OH-].[Na+]>CCOCC.C(OCC)(=O)C>[NH3:11].[CH3:7][O:8][C@H:9]1[CH2:13][CH2:12][N:11]([CH2:14][CH2:15][CH2:16][O:17][C:18]2[CH:19]=[CH:20][C:21]([C:24]3([CH2:30][NH2:31])[CH2:29][CH2:28][CH2:27][CH2:26][CH2:25]3)=[CH:22][CH:23]=2)[CH2:10]1 |f:0.1.2.3.4.5,8.9|. Reported procedure: To a stirred suspension of LiAlH4 (1.0M in diethyl ether, 1.46 ml, 1.46 mmol) at 0° C. under an atmosphere of nitrogen was added a solution of 1-(4-{3-[(3S)-3-methoxypyrrolidin-1-yl]propoxy}phenyl)cyclohexanecarbonitrile (0.10 g, 0.29 mmol) in Et2O (2 mL) over 15 minutes maintaining the temperature at 5 to 10° C. The reaction mixture was allowed to warm up to ambient temperature for 20 minutes then refluxed for 30 minutes until complete. The reaction mixture was cooled to 0° C., water (0.5 ml) w... The reactants are COC(=O)COc1ccc(F)c2nc(OC(F)F)c(Cc3ccc(Cl)cc3)c(C)c12, CO, Cl, [Li+], C1CCOC1, [OH-]. The product is Cc1c(Cc2ccc(Cl)cc2)c(OC(F)F)nc2c(F)ccc(OCC(=O)O)c12. Reaction SMILES: [CH3:1][O:2][C:3]([CH2:4][O:5][c:6]1[c:7]2[c:8]([CH3:29])[c:9]([CH2:21][c:22]3[cH:23][cH:24][c:25]([Cl:28])[cH:26][cH:27]3)[c:10]([O:17][CH:18]([F:19])[F:20])[n:11][c:12]2[c:13]([F:16])[cH:14][cH:15]1)=[O:30].[CH3:39][OH:40].[ClH:38].[Li+:36].[O:31]1[CH2:32][CH2:33][CH2:34][CH2:35]1.[OH-:37]>>[O:2]=[C:3]([CH2:4][O:5][c:6]1[c:7]2[c:8]([CH3:29])[c:9]([CH2:21][c:22]3[cH:23][cH:24][c:25]([Cl:28])[cH:26][cH:27]3)[c:10]([O:17][CH:18]([F:19])[F:20])[n:11][c:12]2[c:13]([F:16])[cH:14][cH:15]1)[OH:30].